Dataset: the Open Reaction Database (ORD), a public repository of structured organic reaction records. Task: describe an organic reaction: reactants, conditions, products, and yield Reactants: O=C1C2=C(N=C(N1)C(=O)NCC1=CC(=NC=C1)OCCCC1=NNC=N1)SC=C2COCC2=CC=C(C(=O)OCC)C=C2 (ethyl 4-[({[4-oxo-2-({[(2-{[3-(1H-1,2,4-triazol-3-yl)propyl]oxy}pyridin-4-yl)methyl]amino}carbonyl)-3,4-dihydrothieno[2,3-d]pyrimidin-5-yl]methyl}oxy)methyl]benzoate), O=C1C2=C(N=C(N1)C(NCC1=CC(=CC=C1)OCCOC1=NNC=N1)=O)SC=C2C=2C=C(C(=O)OCC)C=CC2 (ethyl 3-[4-oxo-2-({3-[2-(1H-1,2,4-triazol-3-yloxy)ethoxy]benzyl}carbamoyl)-3,4-dihydrothieno[2,3-d]pyrimidin-5-yl]benzoate). Yields the product O=C1C2=C(N=C(N1)C(NCC1=CC(=CC=C1)OCCOC1=NNC=N1)=O)SC=C2C=2C=C(C(=O)O)C=CC2 (3-[4-oxo-2-({3-[2-(1H-1,2,4-triazol-3-yloxy)ethoxy]benzyl}carbamoyl)-3,4-dihydrothieno[2,3-d]pyrimidin-5-yl]benzoic acid), powder. Isolated yield 73.0%. Reaction SMILES: O=C1NC(C(NCC2C=CN=C(OCCCC3N=CNN=3)C=2)=O)=NC2SC=C(COCC3C=CC(C(OCC)=O)=CC=3)C1=2.[O:44]=[C:45]1[NH:50][C:49]([C:51](=[O:69])[NH:52][CH2:53][C:54]2[CH:59]=[CH:58][CH:57]=[C:56]([O:60][CH2:61][CH2:62][O:63][C:64]3[N:68]=[CH:67][NH:66][N:65]=3)[CH:55]=2)=[N:48][C:47]2[S:70][CH:71]=[C:72]([C:73]3[CH:74]=[C:75]([CH:81]=[CH:82][CH:83]=3)[C:76]([O:78]CC)=[O:77])[C:46]1=2>>[O:44]=[C:45]1[NH:50][C:49]([C:51](=[O:69])[NH:52][CH2:53][C:54]2[CH:59]=[CH:58][CH:57]=[C:56]([O:60][CH2:61][CH2:62][O:63][C:64]3[N:68]=[CH:67][NH:66][N:65]=3)[CH:55]=2)=[N:48][C:47]2[S:70][CH:71]=[C:72]([C:73]3[CH:74]=[C:75]([CH:81]=[CH:82][CH:83]=3)[C:76]([OH:78])=[O:77])[C:46]1=2. Procedure: By a method similar to that in Example 42 and using, instead of ethyl 4-[({[4-oxo-2-({[(2-{[3-(1H-1,2,4-triazol-3-yl)propyl]oxy}pyridin-4-yl)methyl]amino}carbonyl)-3,4-dihydrothieno[2,3-d]pyrimidin-5-yl]methyl}oxy)methyl]benzoate, ethyl 3-[4-oxo-2-({3-[2-(1H-1,2,4-triazol-3-yloxy)ethoxy]benzyl}carbamoyl)-3,4-dihydrothieno[2,3-d]pyrimidin-5-yl]benzoate obtained in Example 69, the title compound was obtained as a white powder (80.0 mg, 73%). The reactants are NC(=O)COc1ccc2c(c1)CC(N(Cc1ccccc1)CC(O)COc1ccccc1)CCC2, CS(=O)(=O)O, CCO, [H][H]. Product: CS(=O)(=O)O, NC(=O)COc1ccc2c(c1)CC(NCC(O)COc1ccccc1)CCC2. RXN SMILES: [CH2:6]([c:7]1[cH:8][cH:9][cH:10][cH:11][cH:12]1)[N:13]([CH2:14][CH:15]([CH2:16][O:17][c:18]1[cH:19][cH:20][cH:21][cH:22][cH:23]1)[OH:24])[CH:25]1[CH2:26][CH2:27][CH2:28][c:29]2[c:30]([cH:32][c:33]([O:36][CH2:37][C:38](=[O:39])[NH2:40])[cH:34][cH:35]2)[CH2:31]1.[CH3:1][S:2](=[O:3])(=[O:4])[OH:5].[CH3:43][CH2:44][OH:45].[H:41][H:42]>>[CH3:1][S:2](=[O:3])(=[O:4])[OH:5].[NH:13]([CH2:14][CH:15]([CH2:16][O:17][c:18]1[cH:19][cH:20][cH:21][cH:22][cH:23]1)[OH:24])[CH:25]1[CH2:26][CH2:27][CH2:28][c:29]2[c:30]([cH:32][c:33]([O:36][CH2:37][C:38](=[O:39])[NH2:40])[cH:34][cH:35]2)[CH2:31]1.